From a dataset of the Open Reaction Database (ORD), a public repository of structured organic reaction records. describe an organic reaction: reactants, conditions, products, and yield The yield is 64.3%. The reactants are O=C1CCC(CC1)N1C=2N(C(=C(C1=O)CC1=CC=C(C=C1)C1=C(C=CC=C1)C1=NOC(N1)=O)CCC)N=CN2 (4-(4-oxocyclohexyl)-6-{[2′-(5-oxo-4,5-dihydro-1,2,4-oxadiazol-3-yl)biphenyl-4-yl]methyl}-7-propyl[1,2,4]triazolo[1,5-a]pyrimidin-5(4H)-one), NOCC(C)(O)C (1-(aminooxy)-2-methylpropan-2-ol), N1=CC=CC=C1 (pyridine), Cl (hydrochloric acid). The solvent is O (water), C(C)(=O)OCC (Ethyl acetate). Reaction conditions: temperature 100 celsius, time 16 hour. Procedure details: A mixture of 4-(4-oxocyclohexyl)-6-{[2′-(5-oxo-4,5-dihydro-1,2,4-oxadiazol-3-yl)biphenyl-4-yl]methyl}-7-propyl[1,2,4]triazolo[1,5-a]pyrimidin-5(4H)-one (0.2 g), 1-(aminooxy)-2-methylpropan-2-ol (0.4 g) and pyridine (5 mL) was stirred at 100° C. for 16 hr. Ethyl acetate and water were added to the reaction mixture, and the mixture was adjusted to pH 4 with 1 N hydrochloric acid. The ethyl acetate layer was washed with saturated brine, and dried over anhydrous magnesium sulfate. The solvent was ev... Reaction SMILES: O=[C:2]1[CH2:7][CH2:6][CH:5]([N:8]2[C:13](=[O:14])[C:12]([CH2:15][C:16]3[CH:21]=[CH:20][C:19]([C:22]4[CH:27]=[CH:26][CH:25]=[CH:24][C:23]=4[C:28]4[NH:32][C:31](=[O:33])[O:30][N:29]=4)=[CH:18][CH:17]=3)=[C:11]([CH2:34][CH2:35][CH3:36])[N:10]3[N:37]=[CH:38][N:39]=[C:9]23)[CH2:4][CH2:3]1.[NH2:40][O:41][CH2:42][C:43]([CH3:46])([OH:45])[CH3:44].N1C=CC=CC=1.Cl>O.C(OCC)(=O)C>[OH:45][C:43]([CH3:46])([CH3:44])[CH2:42][O:41][N:40]=[C:2]1[CH2:3][CH2:4][CH:5]([N:8]2[C:13](=[O:14])[C:12]([CH2:15][C:16]3[CH:17]=[CH:18][C:19]([C:22]4[CH:27]=[CH:26][CH:25]=[CH:24][C:23]=4[C:28]4[NH:32][C:31](=[O:33])[O:30][N:29]=4)=[CH:20][CH:21]=3)=[C:11]([CH2:34][CH2:35][CH3:36])[N:10]3[N:37]=[CH:38][N:39]=[C:9]23)[CH2:6][CH2:7]1. The product is OC(CON=C1CCC(CC1)N1C=2N(C(=C(C1=O)CC1=CC=C(C=C1)C1=C(C=CC=C1)C1=NOC(N1)=O)CCC)N=CN2)(C)C (4-{4-[(2-hydroxy-2-methylpropoxy)imino]cyclohexyl}-6-{[2′-(5-oxo-4,5-dihydro-1,2,4-oxadiazol-3-yl)biphenyl-4-yl]methyl}-7-propyl[1,2,4]triazolo[1,5-a]pyrimidin-5(4H)-one).